This data is from the Open Reaction Database (ORD), a public repository of structured organic reaction records. The task is: describe an organic reaction: reactants, conditions, products, and yield The reactants are intermediate B1, O1C=C(C=C1)C1=CC=CC=2N1N=C(N2)N (5-(3-furyl)[1,2,4]triazolo[1,5-a]pyridin-2-amine), ClC1=NC=C(C(=O)Cl)C=C1 (6-chloronicotinoyl chloride). The product is ClC1=NC=C(C(=O)NC2=NN3C(C=CC=C3C3=COC=C3)=N2)C=C1 (6-chloro-N-[5-(3-furyl)[1,2,4]triazolo[1,5-a]pyridin-2-yl]nicotinamide). RXN SMILES: [O:1]1[CH:5]=[CH:4][C:3]([C:6]2[N:11]3[N:12]=[C:13]([NH2:15])[N:14]=[C:10]3[CH:9]=[CH:8][CH:7]=2)=[CH:2]1.[Cl:16][C:17]1[CH:25]=[CH:24][C:20]([C:21](Cl)=[O:22])=[CH:19][N:18]=1>>[Cl:16][C:17]1[CH:25]=[CH:24][C:20]([C:21]([NH:15][C:13]2[N:14]=[C:10]3[CH:9]=[CH:8][CH:7]=[C:6]([C:3]4[CH:4]=[CH:5][O:1][CH:2]=4)[N:11]3[N:12]=2)=[O:22])=[CH:19][N:18]=1. Reported procedure: The title compound was prepared following procedure described for intermediate B1, but starting from 5-(3-furyl)[1,2,4]triazolo[1,5-a]pyridin-2-amine ((A2), 660 mg; 0.30 mmol; 1.0 eq.) and 6-chloronicotinoyl chloride (65 mg, 0.60 mmol; 2.0 eq.) as a white powder (47.7 mg, 47%). HPLC, Rt: 3.00 min. (purity 98.6%). LC/MS, M+(ESI): 340.2, M−(ESI): 338.2. Starting materials: NC1=NC(=CC(=N1)N1CC2=CC(=CC=C2CC1)C(=O)O)N1CCN(CC1)C (2-[2-amino-6-(4-methylpiperazin-1-yl)pyrimidin-4-yl]-1,2,3,4-tetrahydroisoquinoline-7-carboxylic acid), C1(=CC=CC=C1)C1CNCC1 (3-Phenyl-pyrrolidine). Yields the product CN1CCN(CC1)C1=NC(=NC(=C1)N1CC2=CC(=CC=C2CC1)C(=O)N1CC(CC1)C1=CC=CC=C1)N (4-(4-methylpiperazin-1-yl)-6-[7-[(3-phenylpyrrolidin-1-yl)carbonyl]-3,4-dihydroisoquinolin-2(1H)-yl]pyrimidin-2-amine). RXN SMILES: [NH2:1][C:2]1[N:7]=[C:6]([N:8]2[CH2:17][CH2:16][C:15]3[C:10](=[CH:11][C:12]([C:18]([OH:20])=O)=[CH:13][CH:14]=3)[CH2:9]2)[CH:5]=[C:4]([N:21]2[CH2:26][CH2:25][N:24]([CH3:27])[CH2:23][CH2:22]2)[N:3]=1.[C:28]1([CH:34]2[CH2:38][CH2:37][NH:36][CH2:35]2)[CH:33]=[CH:32][CH:31]=[CH:30][CH:29]=1>>[CH3:27][N:24]1[CH2:23][CH2:22][N:21]([C:4]2[CH:5]=[C:6]([N:8]3[CH2:17][CH2:16][C:15]4[C:10](=[CH:11][C:12]([C:18]([N:36]5[CH2:37][CH2:38][CH:34]([C:28]6[CH:33]=[CH:32][CH:31]=[CH:30][CH:29]=6)[CH2:35]5)=[O:20])=[CH:13][CH:14]=4)[CH2:9]3)[N:7]=[C:2]([NH2:1])[N:3]=2)[CH2:26][CH2:25]1. Procedure details: This compound was prepared by using procedures analogous to those described for the synthesis of Example 18 starting from 2-[2-amino-6-(4-methylpiperazin-1-yl)pyrimidin-4-yl]-1,2,3,4-tetrahydroisoquinoline-7-carboxylic acid and 3-Phenyl-pyrrolidine (Matrix Scientific, Cat. No. 018619).